Dataset: the Open Reaction Database (ORD), a public repository of structured organic reaction records. Task: describe an organic reaction: reactants, conditions, products, and yield The reactants are C(C)(C)(C)C1=CC=C(C=C1)B(O)O (4-tert-butyl-phenyl boronic acid), BrC1=C(C=C(C=C1C)O)C (4-bromo-3,5-dimethyl phenol). Product: C(C)(C)(C)C1=CC=C(C=C1)C1=C(C=C(C=C1C)O)C (4′-tert-Butyl-2,6-dimethyl-biphenyl-4-ol). Reaction SMILES: [C:1]([C:5]1[CH:10]=[CH:9][C:8](B(O)O)=[CH:7][CH:6]=1)([CH3:4])([CH3:3])[CH3:2].Br[C:15]1[C:20]([CH3:21])=[CH:19][C:18]([OH:22])=[CH:17][C:16]=1[CH3:23]>>[C:1]([C:5]1[CH:10]=[CH:9][C:8]([C:15]2[C:20]([CH3:21])=[CH:19][C:18]([OH:22])=[CH:17][C:16]=2[CH3:23])=[CH:7][CH:6]=1)([CH3:4])([CH3:3])[CH3:2]. Reported procedure: This compound is made in a substantially similar manner as exemplified in Preparation 26 staring from 4-tert-butyl-phenyl boronic acid and 4-bromo-3,5-dimethyl phenol. Solvent: CC(C)O (i-PrOH). Yield: 130.5%. Yields the product N[C@@H]1C(N(CC1)[C@@H]1[C@@H](C[C@@H](CC1)N(C)C(C)C)NC(C)=O)=O (N-[(1R,2S,5R)-2-((S)-3-amino-2-oxo-pyrrolidin-1-yl)-5-(isopropyl-methyl-amino)-cyclohexyl]-acetamide). Reaction conditions: time 8 hour. Reaction SMILES: [C:1]([NH:4][C@@H:5]1[CH2:10][C@H:9]([N:11]([CH:13]([CH3:15])[CH3:14])[CH3:12])[CH2:8][CH2:7][C@@H:6]1[N:16]1[CH2:20][CH2:19][C@H:18]([NH:21]C(=O)OCC2C=CC=CC=2)[C:17]1=[O:32])(=[O:3])[CH3:2].Cl>CC(O)C.[Pd]>[NH2:21][C@H:18]1[CH2:19][CH2:20][N:16]([C@H:6]2[CH2:7][CH2:8][C@@H:9]([N:11]([CH:13]([CH3:15])[CH3:14])[CH3:12])[CH2:10][C@H:5]2[NH:4][C:1](=[O:3])[CH3:2])[C:17]1=[O:32]. Reported procedure: Example 1, Alternative Preparation, Step 6: To a solution containing acetamide 10 (˜61 g) in i-PrOH (˜625 mL) was added 10% Pd/C wet catalyst (2.5 g) and the suspension was hydrogenated at 30 psig and approx. 25° C. for at least 2 h. Upon completion (HPLC), the catalyst was removed by filtration and the filtrate was concentrated to approx. 550 mL. Water (8.8 mL) was added, followed by 5.6 N hydrochloric acid in i-PrOH solution (69.5 mL). The resulting slurry was held at room temperature overnigh... Reagents/catalysts: [Pd] (Pd/C). Reactants: Cl (hydrochloric acid), C(C)(=O)N[C@H]1[C@H](CC[C@H](C1)N(C)C(C)C)N1C([C@H](CC1)NC(OCC1=CC=CC=C1)=O)=O (benzyl {(S)-1-[(1S,2R,4R)-2-acetylamino-4-(isopropyl-methyl-amino)-cyclohexyl]-2-oxo-pyrrolidin-3-yl}-carbamate). The reactants are COC1CCN(c2cc(NC(=O)OC(C)(C)C)c(NC(=O)CC(=O)c3cccc(C#N)c3)cc2C#Cc2ccccc2)CC1, ClCCl, O=C(O)C(F)(F)F. Yields the product COC1CCN(c2cc3c(cc2C#Cc2ccccc2)NC(=O)CC(c2cccc(C#N)c2)=N3)CC1. As a reaction SMILES: [C:1]([O:2][C:3](=[O:4])[NH:7][c:8]1[c:9]([NH:30][C:31]([CH2:32][C:33](=[O:5])[c:35]2[cH:36][c:37]([C:41]#[N:42])[cH:38][cH:39][cH:40]2)=[O:43])[cH:10][c:11]([C:22]#[C:23][c:24]2[cH:25][cH:26][cH:27][cH:28][cH:29]2)[c:12]([N:14]2[CH2:15][CH2:16][CH:17]([O:20][CH3:21])[CH2:18][CH2:19]2)[cH:13]1)([CH3:6])([CH3:34])[CH3:44].[Cl:52][CH2:53][Cl:54].[F:45][C:46]([F:47])([F:48])[C:49]([OH:50])=[O:51]>>[N:7]1=[C:33]([c:35]2[cH:36][c:37]([C:41]#[N:42])[cH:38][cH:39][cH:40]2)[CH2:32][C:31](=[O:43])[NH:30][c:9]2[c:8]1[cH:13][c:12]([N:14]1[CH2:15][CH2:16][CH:17]([O:20][CH3:21])[CH2:18][CH2:19]1)[c:11]([C:22]#[C:23][c:24]1[cH:25][cH:26][cH:27][cH:28][cH:29]1)[cH:10]2. Reactants: CC=1C(=NC=CC1[N+](=O)[O-])C(=O)NCCNC(OC(C)(C)C)=O (t-butyl [2-(3-methyl-4-nitropyridine-2-carboxamido)ethyl]carbamate), FC(C(=O)O)(F)F (trifluoroacetic acid), Cl (hydrochloride). The product is Cl.NCCNC(=O)C1=NC=CC(=C1C)[N+](=O)[O-] (N-(2-aminoethyl)-3-methyl-4-nitropyridine-2-carboxamide hydrochloride). As a reaction SMILES: [CH3:1][C:2]1[C:3]([C:11]([NH:13][CH2:14][CH2:15][NH:16]C(=O)OC(C)(C)C)=[O:12])=[N:4][CH:5]=[CH:6][C:7]=1[N+:8]([O-:10])=[O:9].FC(F)(F)C(O)=O.[ClH:31]>>[ClH:31].[NH2:16][CH2:15][CH2:14][NH:13][C:11]([C:3]1[C:2]([CH3:1])=[C:7]([N+:8]([O-:10])=[O:9])[CH:6]=[CH:5][N:4]=1)=[O:12] |f:3.4|. Reported procedure: 14.6 g of t-butyl [2-(3-methyl-4-nitropyridine-2-carboxamido)ethyl]carbamate were reacted with trifluoroacetic acid in an analogous manner to that described in Example 2, paragraph 2. The residue was converted into the hydrochloride which was recrystallized from methanol/ether, whereby there was obtained N-(2-aminoethyl)-3-methyl-4-nitropyridine-2-carboxamide hydrochloride as white crystals, m.p. 204°-205°. Starting materials: CCCCC[Mg+], COC(=O)c1ccc(C=O)cc1, [Cl-]. The product is CCCCCC(O)c1ccc(C(=O)OC)cc1. As a reaction SMILES: [CH2:14]([CH2:15][CH2:16][CH2:17][CH3:18])[Mg+:19].[CH3:1][O:2][C:3]([c:4]1[cH:5][cH:6][c:7]([CH:10]=[O:11])[cH:8][cH:9]1)=[O:12].[Cl-:13]>>[CH3:1][O:2][C:3]([c:4]1[cH:5][cH:6][c:7]([CH:10]([OH:11])[CH2:14][CH2:15][CH2:16][CH2:17][CH3:18])[cH:8][cH:9]1)=[O:12]. Reactants: BrC1=CC(=C(OC=2C=C(C=CC2)CC(=O)O)C=C1)CN1C(O[C@@H]([C@@H]1C)C1=CC=CC=C1)=O ({3-[4-bromo-2-((4S,5R)-4-methyl-2-oxo-5-phenyl-oxazolidin-3-ylmethyl)-phenoxy]-phenyl}-acetic acid), CN1N=CC(=C1)B1OC(C)(C)C(C)(C)O1 (1-methylpyrazole-4-boronic acid pinacol ester). The product is C[C@@H]1N(C(O[C@@H]1C1=CC=CC=C1)=O)CC1=C(OC=2C=C(C=CC2)CC(=O)O)C=CC(=C1)C=1C=NN(C1)C ({3-[2-((4S,5R)-4-Methyl-2-oxo-5-phenyl-oxazolidin-3-ylmethyl)-4-(1-methyl-1H-pyrazol-4-yl)-phenoxy]-phenyl}-acetic acid). As a reaction SMILES: Br[C:2]1[CH:18]=[CH:17][C:5]([O:6][C:7]2[CH:8]=[C:9]([CH2:13][C:14]([OH:16])=[O:15])[CH:10]=[CH:11][CH:12]=2)=[C:4]([CH2:19][N:20]2[C@@H:24]([CH3:25])[C@@H:23]([C:26]3[CH:31]=[CH:30][CH:29]=[CH:28][CH:27]=3)[O:22][C:21]2=[O:32])[CH:3]=1.[CH3:33][N:34]1[CH:38]=[C:37](B2OC(C)(C)C(C)(C)O2)[CH:36]=[N:35]1>>[CH3:25][C@H:24]1[C@@H:23]([C:26]2[CH:31]=[CH:30][CH:29]=[CH:28][CH:27]=2)[O:22][C:21](=[O:32])[N:20]1[CH2:19][C:4]1[CH:3]=[C:2]([C:37]2[CH:36]=[N:35][N:34]([CH3:33])[CH:38]=2)[CH:18]=[CH:17][C:5]=1[O:6][C:7]1[CH:8]=[C:9]([CH2:13][C:14]([OH:16])=[O:15])[CH:10]=[CH:11][CH:12]=1. Procedure details: Prepared according to the procedure described in Example 19, Step 3, using the following starting materials: {3-[4-bromo-2-((4S,5R)-4-methyl-2-oxo-5-phenyl-oxazolidin-3-ylmethyl)-phenoxy]-phenyl}-acetic acid and 1-methylpyrazole-4-boronic acid pinacol ester. Starting materials: C[S-], Cl, COC(=O)c1ccc(C(F)(F)F)c(C(=O)OC)c1F, [Li+], [Na+], [OH-], O, Cc1ccccc1C. Product: COC(=O)c1ccc(C(F)(F)F)c(C(=O)OC)c1SC. RXN SMILES: [CH3:1][S-:2].[ClH:26].[F:4][c:5]1[c:6]([C:7](=[O:8])[O:9][CH3:10])[cH:11][cH:12][c:13]([C:19]([F:20])([F:21])[F:22])[c:14]1[C:15](=[O:16])[O:17][CH3:18].[Li+:25].[Na+:3].[OH-:24].[OH2:23].[c:27]1([CH3:28])[c:29]([CH3:30])[cH:31][cH:32][cH:33][cH:34]1>>[CH3:1][S:2][c:5]1[c:6]([C:7](=[O:8])[O:9][CH3:10])[cH:11][cH:12][c:13]([C:19]([F:20])([F:21])[F:22])[c:14]1[C:15](=[O:16])[O:17][CH3:18].